Task: describe an organic reaction: reactants, conditions, products, and yield. Dataset: the Open Reaction Database (ORD), a public repository of structured organic reaction records Starting materials: C(C)N1C(CCC1)CNC(C1=C(C(=CC=C1OC)Cl)OC)=O ((-)-N-ethyl-2-(3-chloro-2,6-dimethoxybenzamidomethyl)pyrrolidine), B(Br)(Br)Br (boron tribromide). The product is Cl.C(C)N1C(CCC1)CNC(C1=C(C(=CC=C1OC)Cl)O)=O ((-)-N-Ethyl-2-(3-chloro-2-hydroxy-6-methoxybenzamidomethyl)pyrrolidine hydrochloride). Procedure: 9.1 g (0.025 mole) of (-)-N-ethyl-2-(3-chloro-2,6-dimethoxybenzamidomethyl)pyrrolidine is dissolved in 250 ml of methylene chloride. 2.6 ml (0.027 mole) of boron tribromide is added. The mixture is left over night at room temperature. It is then washed with 2×100 ml of 2N NH3 and 100 ml of water, dried over Na2SO4 and evaporated. The residue is dissolved in diluted HCl and extracted with ether. The water phase is made alkaline with NH3 and is extracted with chloroform. The extract is dried over ... Solvent: C(Cl)Cl (methylene chloride). Reaction SMILES: [CH2:1]([N:3]1[CH2:7][CH2:6][CH2:5][CH:4]1[CH2:8][NH:9][C:10](=[O:22])[C:11]1[C:16]([O:17][CH3:18])=[CH:15][CH:14]=[C:13]([Cl:19])[C:12]=1[O:20]C)[CH3:2].B(Br)(Br)Br>C(Cl)Cl>[ClH:19].[CH2:1]([N:3]1[CH2:7][CH2:6][CH2:5][CH:4]1[CH2:8][NH:9][C:10](=[O:22])[C:11]1[C:16]([O:17][CH3:18])=[CH:15][CH:14]=[C:13]([Cl:19])[C:12]=1[OH:20])[CH3:2] |f:3.4|. Starting materials: E2, FC=1C=C(OC2=CC=C(C=N2)CCO)C=CC1F (2-(6-(3,4-difluorophenoxy)pyridin-3-yl)ethanol), ClC1=NC(N2C(N(CCC2)C)=C1)=O (8-chloro-1-methyl-3,4-dihydro-1H-pyrimido[1,6-a]pyrimidin-6(2H)-one). Product: FC=1C=C(OC2=CC=C(C=N2)CCOC2=NC(N3C(N(CCC3)C)=C2)=O)C=CC1F (8-(2-(6-(3,4-difluorophenoxy)pyridin-3-yl)ethoxy)-1-methyl-3,4-dihydro-1H-pyrimido[1,6-a]pyrimidin-6(2H)-one). As a reaction SMILES: [F:1][C:2]1[CH:3]=[C:4]([CH:15]=[CH:16][C:17]=1[F:18])[O:5][C:6]1[N:11]=[CH:10][C:9]([CH2:12][CH2:13][OH:14])=[CH:8][CH:7]=1.Cl[C:20]1[CH:30]=[C:24]2[N:25]([CH3:29])[CH2:26][CH2:27][CH2:28][N:23]2[C:22](=[O:31])[N:21]=1>>[F:1][C:2]1[CH:3]=[C:4]([CH:15]=[CH:16][C:17]=1[F:18])[O:5][C:6]1[N:11]=[CH:10][C:9]([CH2:12][CH2:13][O:14][C:20]2[CH:30]=[C:24]3[N:25]([CH3:29])[CH2:26][CH2:27][CH2:28][N:23]3[C:22](=[O:31])[N:21]=2)=[CH:8][CH:7]=1. Reported procedure: The title compound or its salt was prepared by a procedure similar to that described for E2 starting from 2-(6-(3,4-difluorophenoxy)pyridin-3-yl)ethanol and 8-chloro-1-methyl-3,4-dihydro-1H-pyrimido[1,6-a]pyrimidin-6(2H)-one. Reactants: C1CNCCN1, Clc1ccc(CSc2ncnc3c(N4CCOCC4)nc(Cl)nc23)c(Cl)c1. Product: Clc1ccc(CSc2ncnc3c(N4CCOCC4)nc(N4CCNCC4)nc23)c(Cl)c1. As a reaction SMILES: [CH2:28]1[CH2:29][NH:30][CH2:31][CH2:32][NH:33]1.[Cl:1][c:2]1[n:3][c:4]([N:22]2[CH2:23][CH2:24][O:25][CH2:26][CH2:27]2)[c:5]2[c:6]([n:7]1)[c:8]([S:12][CH2:13][c:14]1[c:15]([Cl:21])[cH:16][c:17]([Cl:20])[cH:18][cH:19]1)[n:9][cH:10][n:11]2>>[c:2]1([N:30]2[CH2:29][CH2:28][NH:33][CH2:32][CH2:31]2)[n:3][c:4]([N:22]2[CH2:23][CH2:24][O:25][CH2:26][CH2:27]2)[c:5]2[c:6]([n:7]1)[c:8]([S:12][CH2:13][c:14]1[c:15]([Cl:21])[cH:16][c:17]([Cl:20])[cH:18][cH:19]1)[n:9][cH:10][n:11]2. The reactants are COc1ccc(C2CC(=O)N(c3cccc(C#N)c3)C2)c(OCc2ccccc2)c1, CCO, [Na+], [OH-], OO. As a reaction SMILES: [CH2:1]([c:2]1[cH:3][cH:4][cH:5][cH:6][cH:7]1)[O:8][c:9]1[c:10]([CH:17]2[CH2:18][C:19](=[O:30])[N:20]([c:22]3[cH:23][c:24]([C:25]#[N:26])[cH:27][cH:28][cH:29]3)[CH2:21]2)[cH:11][cH:12][c:13]([O:15][CH3:16])[cH:14]1.[CH3:35][CH2:36][OH:37].[Na+:32].[OH-:31].[OH:33][OH:34]>>[CH2:1]([c:2]1[cH:3][cH:4][cH:5][cH:6][cH:7]1)[O:8][c:9]1[c:10]([CH:17]2[CH2:18][C:19](=[O:30])[N:20]([c:22]3[cH:23][c:24]([C:25]([NH2:26])=[O:31])[cH:27][cH:28][cH:29]3)[CH2:21]2)[cH:11][cH:12][c:13]([O:15][CH3:16])[cH:14]1. Product: COc1ccc(C2CC(=O)N(c3cccc(C(N)=O)c3)C2)c(OCc2ccccc2)c1. The reactants are O (Water), B(Br)(Br)Br (Boron tribromide), COC1=CC=C(CN2C(C(C(C2)(C)C)OC2=CC(=C(C#N)C=C2)C(F)(F)F)=O)C=C1 (4-[1-(4-methoxy-benzyl)-4,4-dimethyl-2-oxo-pyrrolidin-3-yloxy]-2-trifluoromethyl-benzonitrile), O (H2O), COC1=CC=C(CN2C(C(C(C2)(C)C)OC2=CC(=C(C#N)C=C2)C(F)(F)F)=O)C=C1 (4-[1-(4-Methoxy-benzyl)-4,4-dimethyl-2-oxo-pyrrolidin-3-yloxy]-2-trifluoromethyl-benzonitrile). Run in ClCCl (dichloromethane). The product is OC1=CC=C(CN2C(C(C(C2)(C)C)OC2=CC(=C(C#N)C=C2)C(F)(F)F)=O)C=C1 (4-[1-(4-Hydroxy-benzyl)-4,4-dimethyl-2-oxo-pyrrolidin-3-yloxy]-2-trifluoromethyl-benzonitrile). As a reaction SMILES: B(Br)(Br)Br.C[O:6][C:7]1[CH:34]=[CH:33][C:10]([CH2:11][N:12]2[CH2:16][C:15]([CH3:18])([CH3:17])[CH:14]([O:19][C:20]3[CH:27]=[CH:26][C:23]([C:24]#[N:25])=[C:22]([C:28]([F:31])([F:30])[F:29])[CH:21]=3)[C:13]2=[O:32])=[CH:9][CH:8]=1.O>ClCCl>[OH:6][C:7]1[CH:34]=[CH:33][C:10]([CH2:11][N:12]2[CH2:16][C:15]([CH3:18])([CH3:17])[CH:14]([O:19][C:20]3[CH:27]=[CH:26][C:23]([C:24]#[N:25])=[C:22]([C:28]([F:31])([F:29])[F:30])[CH:21]=3)[C:13]2=[O:32])=[CH:9][CH:8]=1. Procedure details: Boron tribromide (3 eq.) was added dropwise to a −78° C. solution of 4-[1-(4-methoxy-benzyl)-4,4-dimethyl-2-oxo-pyrrolidin-3-yloxy]-2-trifluoromethyl-benzonitrile (220 mg, 1_eq. in dichloromethane, i.e. the product of example 7). The reaction was allowed to gradually warm to ambient temperature overnight. Water was carefully added to the reaction and the product was extracted into dichloromethane. The organic layer was washed with water and brine and dried over anhydrous magnesium sulfate, filte...